Dataset: the Open Reaction Database (ORD), a public repository of structured organic reaction records. Task: describe an organic reaction: reactants, conditions, products, and yield The reactants are COC(C(CP(=O)(O)CCCCC1=CC=CC=C1)C1=CC(=CC=C1)NC(=O)OC(C)(C)C)=O (2-(3-(t-Butoxycarbonylamino)phenyl)-3-((4-phenylbutyl)(hydroxy)-phosphinoyl)propanoic acid methyl ester), [OH-].[Na+] (NaOH). Run in CO.C1CCOC1.O (methanol THF H2O). Conditions: time 45 minute. Yields the product NC=1C=C(C=CC1)C(C(=O)O)CP(=O)(O)CCCCC1=CC=CC=C1 (2-(3-aminophenyl)-3-((4-phenylbutyl)(hydroxy)phosphinoyl)propanoic acid). As a reaction SMILES: C[O:2][C:3](=[O:33])[CH:4]([C:19]1[CH:24]=[CH:23][CH:22]=[C:21]([NH:25]C(OC(C)(C)C)=O)[CH:20]=1)[CH2:5][P:6]([CH2:9][CH2:10][CH2:11][CH2:12][C:13]1[CH:18]=[CH:17][CH:16]=[CH:15][CH:14]=1)([OH:8])=[O:7].[OH-].[Na+]>CO.C1COCC1.O>[NH2:25][C:21]1[CH:20]=[C:19]([CH:4]([CH2:5][P:6]([CH2:9][CH2:10][CH2:11][CH2:12][C:13]2[CH:18]=[CH:17][CH:16]=[CH:15][CH:14]=2)([OH:8])=[O:7])[C:3]([OH:33])=[O:2])[CH:24]=[CH:23][CH:22]=1 |f:1.2,3.4.5|. Reported procedure: 2-(3-(t-Butoxycarbonylamino)phenyl)-3-((4-phenylbutyl)(hydroxy)-phosphinoyl)propanoic acid methyl ester (845 mg, 1.8 mmol) was stirred in 1 M NaOH (5.3 mL, 5.3 mmol) in methanol/THF/H2O for 1.5 hours. The product was concentrated in vacuo. The residue was dissolved in 10 mL methylene chloride and TFA (10 mL) was added. After 45 minutes, the reaction mixture was concentrated to provide 2-(3-aminophenyl)-3-((4-phenylbutyl)(hydroxy)phosphinoyl)propanoic acid, NMR (DMSO-d6) 1.30-1.45 (m, 8), 1.80 (m... The reactants are C[Si](C1=CC=C(C=C1)Cl)(C)C (4-trimethylsilylchlorobenzene), [Mg] (magnesium), CC1=CC=C(C=O)C=C1 (4-methylbenzaldehyde). The solvent is O1CCCC1 (tetrahydrofuran). Yields the product CC1=CC=C(C(=O)C2=CC=C(C=C2)[Si](C)(C)C)C=C1 (4-methyl-4'-trimethylsilylbenzophenone). RXN SMILES: [CH3:1][Si:2]([CH3:11])([CH3:10])[C:3]1[CH:8]=[CH:7][C:6](Cl)=[CH:5][CH:4]=1.[Mg].[CH3:13][C:14]1[CH:21]=[CH:20][C:17]([CH:18]=[O:19])=[CH:16][CH:15]=1>O1CCCC1>[CH3:13][C:14]1[CH:21]=[CH:20][C:17]([C:18]([C:6]2[CH:7]=[CH:8][C:3]([Si:2]([CH3:11])([CH3:10])[CH3:1])=[CH:4][CH:5]=2)=[O:19])=[CH:16][CH:15]=1. Procedure: C-1) A Gringnard reagent consisting of 0.2 mol of 4-trimethylsilylchlorobenzene and 0.2 mol of magnesium was prepared in tetrahydrofuran, mixed with 0.2 mol of 4-methylbenzaldehyde and subjected to Oppenauer oxidation reaction to obtain 4-methyl-4'-trimethylsilylbenzophenone represented by the following chemical structural formula: ##STR19## The reaction product was actually used in the form of a 15% solution in isopropyl alcohol. Reactants: C(C=C)(=O)OCCCCCCCCCCCC (lauryl acrylate), CN1CCNCC1 (1-methyl piperazine). Run at temperature 85 celsius. Product: CN1CCN(CC1)CCC(=O)OCCCCCCCCCCCC (dodecyl 3-(4-methylpiperazin-1-yl)propanoate). RXN SMILES: [C:1]([O:5][CH2:6][CH2:7][CH2:8][CH2:9][CH2:10][CH2:11][CH2:12][CH2:13][CH2:14][CH2:15][CH2:16][CH3:17])(=[O:4])[CH:2]=[CH2:3].[CH3:18][N:19]1[CH2:24][CH2:23][NH:22][CH2:21][CH2:20]1>>[CH3:18][N:19]1[CH2:24][CH2:23][N:22]([CH2:3][CH2:2][C:1]([O:5][CH2:6][CH2:7][CH2:8][CH2:9][CH2:10][CH2:11][CH2:12][CH2:13][CH2:14][CH2:15][CH2:16][CH3:17])=[O:4])[CH2:21][CH2:20]1. Procedure details: In a 40-mL scintillation vial, 12.0 g (0.05 moles) of lauryl acrylate are charged followed by the slow addition of 5.0 g (0.05 moles) of 1-methyl piperazine. The mixture is agitated using a magnetic stirrer bar and heated to 85° C. for at least 16 hours using a heating block. The final product is a light brown liquid at ambient temperature. Complete conversion is apparent from the lack of olefin protons in the 1H-NMR spectra. 1H-NMR (300 MHz, CDCl3): δ 3.83 (t, 6.6 Hz, 2H), 2.45 (t, 7.3 Hz, 2H),... The reactants are N(C(CO)C(=O)OC)C(=O)OC(C)(C)C (BOC-DL-Ser-OMe), C(C1=CC=CC=C1)Br (benzyl bromide). The reagents and catalysts are [Ag]=O (silver oxide). Run in ClCCl (dichloromethane). Reaction conditions: time 2 day. The product is C(C1=CC=CC=C1)OC[C@H](NC(=O)OC(C)(C)C)C(=O)OC (methyl O-benzyl-N-(tert-butoxycarbonyl)serinate). As a reaction SMILES: [NH:1]([C:9]([O:11][C:12]([CH3:15])([CH3:14])[CH3:13])=[O:10])[CH:2]([C:5]([O:7][CH3:8])=[O:6])[CH2:3][OH:4].[CH2:16](Br)[C:17]1[CH:22]=[CH:21][CH:20]=[CH:19][CH:18]=1>ClCCl.[Ag]=O>[CH2:16]([O:4][CH2:3][C@@H:2]([C:5]([O:7][CH3:8])=[O:6])[NH:1][C:9]([O:11][C:12]([CH3:15])([CH3:14])[CH3:13])=[O:10])[C:17]1[CH:22]=[CH:21][CH:20]=[CH:19][CH:18]=1. Procedure: A mixture of BOC-DL-Ser-OMe (434 mg, 2.0 mmol), benzyl bromide (513 mg, 3.0 mmol), and silver oxide (695 mg, 3.0 mmol) in dichloromethane (10 mL) at room temperature was stirred for 2 days, filtered, and concentrated. The concentrate was purified by flash column chromatography on silica gel with 20% ethyl acetate/hexanes to provide the desired product. MS (ESI(−)) m/e 308 (M−H)−. The reactants are C(C1=CC=CC=C1)N1C(=CC=C1)CO ((1-benzyl-1H-pyrrol-2-yl)-methanol), C[N+]1(CCOCC1)[O-] (NMO). The reagents and catalysts are [Ru](=O)(=O)(=O)[O-].C(CC)[N+](CCC)(CCC)CCC (tetrapropylammonium perruthenate). Run in C(Cl)Cl (DCM). Run at time 20 minute. Product: C(C1=CC=CC=C1)N1C(=CC=C1)C=O (1-benzyl-1H-pyrrole-2-carboxaldehyde). Yield: 68.8%. RXN SMILES: [CH2:1]([N:8]1[CH:12]=[CH:11][CH:10]=[C:9]1[CH2:13][OH:14])[C:2]1[CH:7]=[CH:6][CH:5]=[CH:4][CH:3]=1.C[N+]1([O-])CCOCC1>C(Cl)Cl.[Ru]([O-])(=O)(=O)=O.C([N+](CCC)(CCC)CCC)CC>[CH2:1]([N:8]1[CH:12]=[CH:11][CH:10]=[C:9]1[CH:13]=[O:14])[C:2]1[CH:3]=[CH:4][CH:5]=[CH:6][CH:7]=1 |f:3.4|. Procedure: To a mixture of (1-benzyl-1H-pyrrol-2-yl)-methanol (3.08 g, 16.4 mmol) and powdered 4 Å molecular sieves (3.0 g) in DCM (33 mL) was added NMO (2.89 g, 24.7 mmol) along with tetrapropylammonium perruthenate (TPAP) (289 mg, 0.822 mmol). The mixture turned black and exothermed. After 20 min, the crude mixture was filtered through a plug of silica gel (EtOAc) to give a red solution. The solution was concentrated in vacuo and the resulting oil was chromatographed over silica gel (0 to 35% EtOAc in he... Reactants: COC1=CC=CC(=N1)C(=O)OC (methyl 6-methoxypicolinate), [H-].[H-].[H-].[H-].[Li+].[Al+3] (LAH), O.O.O.O.O.O.O.O.O.O.S(=O)(=O)([O-])[O-].[Na+].[Na+] (sodium sulfate-decahydrate). Run in CCOCC (Et2O). Run at time 4 hour. Yields the product COC1=CC=CC(=N1)CO ((6-methoxypyridin-2-yl)methanol). The yield is 86.9%. RXN SMILES: [CH3:1][O:2][C:3]1[N:8]=[C:7]([C:9](OC)=[O:10])[CH:6]=[CH:5][CH:4]=1.[H-].[H-].[H-].[H-].[Li+].[Al+3].O.O.O.O.O.O.O.O.O.O.S([O-])([O-])(=O)=O.[Na+].[Na+]>CCOCC>[CH3:1][O:2][C:3]1[N:8]=[C:7]([CH2:9][OH:10])[CH:6]=[CH:5][CH:4]=1 |f:1.2.3.4.5.6,7.8.9.10.11.12.13.14.15.16.17.18.19|. Procedure details: To methyl 6-methoxypicolinate (4.65 g, 27.8 mmol) in Et2O (100 mL) was added LAH (1.06 g). The reaction mixture was stirred for 4 hours. Celite (10 g) was added, followed by sodium sulfate-decahydrate (5 g). The reaction mixture was filtered and concentrated to provide the desired product (3.36 g).